This data is from the Open Reaction Database (ORD), a public repository of structured organic reaction records. The task is: describe an organic reaction: reactants, conditions, products, and yield The reactants are C1CCOC1, CCCCCC, CN(C)C(=O)c1cc([N+](=O)[O-])cc(C(F)(F)F)c1. Yields the product CN(C)C(=O)c1cc(N)cc(C(F)(F)F)c1. RXN SMILES: [CH2:25]1[O:26][CH2:27][CH2:28][CH2:29]1.[CH3:19][CH2:20][CH2:21][CH2:22][CH2:23][CH3:24].[N+:1]([O-:2])(=[O:3])[c:4]1[cH:5][c:6]([C:7](=[O:8])[N:9]([CH3:10])[CH3:11])[cH:12][c:13]([C:15]([F:16])([F:17])[F:18])[cH:14]1>>[NH2:1][c:4]1[cH:5][c:6]([C:7](=[O:8])[N:9]([CH3:10])[CH3:11])[cH:12][c:13]([C:15]([F:16])([F:17])[F:18])[cH:14]1. Reactants: ClC1=NC=C(C=C1)[N+](=O)[O-] (2-chloro-5-nitropyridine), O (water), C(CCCCCCCCCCCCCCC)N (hexadecylamine), C(=O)(O)[O-].[Na+] (NaHCO3). Solvent: C(Cl)(Cl)Cl.CN(C)C=O (CHCl3 DMF). Reaction conditions: temperature 100 celsius, time 4 hour. The product is C(CCCCCCCCCCCCCCC)NC1=NC=C(C=C1)[N+](=O)[O-] (2-hexadecylamino-5-nitropyridine). RXN SMILES: Cl[C:2]1[CH:7]=[CH:6][C:5]([N+:8]([O-:10])=[O:9])=[CH:4][N:3]=1.[CH2:11]([NH2:27])[CH2:12][CH2:13][CH2:14][CH2:15][CH2:16][CH2:17][CH2:18][CH2:19][CH2:20][CH2:21][CH2:22][CH2:23][CH2:24][CH2:25][CH3:26].C([O-])(O)=O.[Na+].O>C(Cl)(Cl)Cl.CN(C=O)C>[CH2:11]([NH:27][C:2]1[CH:7]=[CH:6][C:5]([N+:8]([O-:10])=[O:9])=[CH:4][N:3]=1)[CH2:12][CH2:13][CH2:14][CH2:15][CH2:16][CH2:17][CH2:18][CH2:19][CH2:20][CH2:21][CH2:22][CH2:23][CH2:24][CH2:25][CH3:26] |f:2.3,5.6|. Procedure: 0.5 g (3.2 mmol) of 2-chloro-5-nitropyridine (Fluka, purum), 0.76 g (3.2 mmol) of hexadecylamine (Merck-Schuchard, for synthesis) and 1 g of NaHCO3 are weighed out and suspended in 10 ml of CHCl3 /DMF 1:1 (puriss., for analysis). The suspension is heated to 100° C. (bath temperature) and stirred for 4 hours at this temperature. When the reaction mixture has cooled, water is added and extraction is carried out with diethyl ether. The organic phase is extracted twice with water and dried over Na2S... The reactants are CC(C)CCn1c(CCl)nc2cc(CNC(=O)OC(C)(C)C)ccc21, O=c1[nH]c2ccccc2c(=O)n1C1CC1, Cl, CN(C)C=O. Yields the product CC(C)CCn1c(Cn2c(=O)n(C3CC3)c(=O)c3ccccc32)nc2cc(CNC(=O)OC(C)(C)C)ccc21. Reaction SMILES: [C:16]([CH3:17])([CH3:18])([CH3:19])[O:20][C:21]([NH:22][CH2:23][c:24]1[cH:25][c:26]2[c:27]([n:28]([CH2:33][CH2:34][CH:35]([CH3:36])[CH3:37])[c:29]([CH2:31][Cl:32])[n:30]2)[cH:38][cH:39]1)=[O:40].[CH:1]1([n:4]2[c:5](=[O:15])[nH:6][c:7]3[cH:8][cH:9][cH:10][cH:11][c:12]3[c:13]2=[O:14])[CH2:2][CH2:3]1.[ClH:41].[O:42]=[CH:43][N:44]([CH3:45])[CH3:46]>>[CH:1]1([n:4]2[c:5](=[O:15])[n:6]([CH2:31][c:29]3[n:28]([CH2:33][CH2:34][CH:35]([CH3:36])[CH3:37])[c:27]4[c:26]([cH:25][c:24]([CH2:23][NH:22][C:21]([O:20][C:16]([CH3:17])([CH3:18])[CH3:19])=[O:40])[cH:39][cH:38]4)[n:30]3)[c:7]3[cH:8][cH:9][cH:10][cH:11][c:12]3[c:13]2=[O:14])[CH2:2][CH2:3]1. Reactants: C(C1=CC=CC=C1)N1N=C(C(=C1)C(=O)OCC)OCC1=CC(=C(C=C1)OCC=1N=C(OC1C)C=1OC=CC1)C1=CC=CC=C1 (ethyl 1-benzyl-3-[(4-{[2-(2-furyl)-5-methyl-1,3-oxazol-4-yl]methoxy}-3-phenylbenzyl)oxy]-1H-pyrazole-4-carboxylate), O1CCCC1 (tetrahydrofuran), [OH-].[Na+] (sodium hydroxide), Cl (hydrochloric acid). The solvent is C(C)O (ethanol), O (water). The product is C(C1=CC=CC=C1)N1N=C(C(=C1)C(=O)O)OCC1=CC(=C(C=C1)OCC=1N=C(OC1C)C=1OC=CC1)C1=CC=CC=C1 (1-benzyl-3-[(4-{[2-(2-furyl)-5-methyl-1,3-oxazol-4-yl]methoxy}-3-phenylbenzyl)oxy]-1H-pyrazole-4-carboxylic acid). Yield: 84.0%. Reaction SMILES: [CH2:1]([N:8]1[CH:12]=[C:11]([C:13]([O:15]CC)=[O:14])[C:10]([O:18][CH2:19][C:20]2[CH:25]=[CH:24][C:23]([O:26][CH2:27][C:28]3[N:29]=[C:30]([C:34]4[O:35][CH:36]=[CH:37][CH:38]=4)[O:31][C:32]=3[CH3:33])=[C:22]([C:39]3[CH:44]=[CH:43][CH:42]=[CH:41][CH:40]=3)[CH:21]=2)=[N:9]1)[C:2]1[CH:7]=[CH:6][CH:5]=[CH:4][CH:3]=1.O1CCCC1.[OH-].[Na+].Cl>O.C(O)C>[CH2:1]([N:8]1[CH:12]=[C:11]([C:13]([OH:15])=[O:14])[C:10]([O:18][CH2:19][C:20]2[CH:25]=[CH:24][C:23]([O:26][CH2:27][C:28]3[N:29]=[C:30]([C:34]4[O:35][CH:36]=[CH:37][CH:38]=4)[O:31][C:32]=3[CH3:33])=[C:22]([C:39]3[CH:44]=[CH:43][CH:42]=[CH:41][CH:40]=3)[CH:21]=2)=[N:9]1)[C:2]1[CH:3]=[CH:4][CH:5]=[CH:6][CH:7]=1 |f:2.3|. Reported procedure: To a mixture of ethyl 1-benzyl-3-[(4-{[2-(2-furyl)-5-methyl-1,3-oxazol-4-yl]methoxy}-3-phenylbenzyl)oxy]-1H-pyrazole-4-carboxylate (0.25 g), tetrahydrofuran (2 mL) and ethanol (2 mL) was added 1N aqueous sodium hydroxide solution (2 mL), and the mixture was heated under reflux for 1 hr. The reaction mixture was neutralized by adding 1N hydrochloric acid and water, and the mixture was extracted with ethyl acetate. The ethyl acetate layer was washed with saturated brine, dried over anhydrous magne... Reactants: CO, Cc1ccc(C2c3c(C)c(NC(=O)c4ccc(F)cc4)c(C)c(C)c3OC2(C)C)cc1. Product: Cc1ccc(C2c3c(C)c(NCc4ccc(F)cc4)c(C)c(C)c3OC2(C)C)cc1. RXN SMILES: [CH3:32][OH:33].[F:1][c:2]1[cH:3][cH:4][c:5]([C:6](=[O:7])[NH:8][c:9]2[c:10]([CH3:29])[c:11]([CH3:28])[c:12]3[c:13]([c:26]2[CH3:27])[CH:14]([c:19]2[cH:20][cH:21][c:22]([CH3:25])[cH:23][cH:24]2)[C:15]([CH3:17])([CH3:18])[O:16]3)[cH:30][cH:31]1>>[F:1][c:2]1[cH:3][cH:4][c:5]([CH2:6][NH:8][c:9]2[c:10]([CH3:29])[c:11]([CH3:28])[c:12]3[c:13]([c:26]2[CH3:27])[CH:14]([c:19]2[cH:20][cH:21][c:22]([CH3:25])[cH:23][cH:24]2)[C:15]([CH3:17])([CH3:18])[O:16]3)[cH:30][cH:31]1. Starting materials: ClC=1C(=C(C=CC1)CNC=1N=C(SC1C(=O)N)N1CCOCC1)C (4-{[(3-chloro-2-methylphenyl)methyl]amino}-2-(4-morpholinyl)-1,3-thiazole-5-carboxamide), C(C)(=O)O[C@H](C(=O)Cl)C ((1S)-2-chloro-1-methyl-2-oxoethyl acetate), [OH-].[Na+] (sodium hydroxide), Cl (HCl). Run in O1CCCC1 (Tetrahydrofuran), CO (methanol). Run at time 8 hour. The product is ClC=1C(=C(C=CC1)CN1C(=NC(C2=C1N=C(S2)N2CCOCC2)=O)[C@H](C)O)C (4-[(3-chloro-2-methylphenyl)methyl]-5-[(S)-1-hydroxyethyl]-2-(4-morpholinyl)[1,3]thiazolo[4,5-d]pyrimidin-7(4H)-one). RXN SMILES: [Cl:1][C:2]1[C:3]([CH3:24])=[C:4]([CH2:8][NH:9][C:10]2[N:11]=[C:12]([N:18]3[CH2:23][CH2:22][O:21][CH2:20][CH2:19]3)[S:13][C:14]=2[C:15]([NH2:17])=[O:16])[CH:5]=[CH:6][CH:7]=1.C([O:28][C@@H:29]([CH3:33])[C:30](Cl)=O)(=O)C.[OH-].[Na+].Cl>O1CCCC1.CO>[Cl:1][C:2]1[C:3]([CH3:24])=[C:4]([CH2:8][N:9]2[C:10]3[N:11]=[C:12]([N:18]4[CH2:19][CH2:20][O:21][CH2:22][CH2:23]4)[S:13][C:14]=3[C:15](=[O:16])[N:17]=[C:30]2[C@@H:29]([OH:28])[CH3:33])[CH:5]=[CH:6][CH:7]=1 |f:2.3|. Procedure: To a solution of 4-{[(3-chloro-2-methylphenyl)methyl]amino}-2-(4-morpholinyl)-1,3-thiazole-5-carboxamide (200 mg, 0.545 mmol) in Tetrahydrofuran (THF) (20001) was added (1S)-2-chloro-1-methyl-2-oxoethyl acetate (164 mg, 1.090 mmol). The mixture was stirred at room temperature overnight, and then stirred at 60° C. for 3 h. To the mixture was added sodium hydroxide (454 μl, 2.73 mmol) and methanol (0.5 mL). After 30 min, the mixture was acidified (pH ˜5) with 6N HCl, and then concentrated. The res... The reactants are BrBr (bromine), B(C=1C=CC(=CC1)C)(O)O (p-tolylboronic acid), BrBr (bromine), BrBr (bromine). Solvent: C(Cl)(Cl)(Cl)Cl (carbon tetrachloride), C(Cl)(Cl)(Cl)Cl (carbon tetrachloride). Yields the product BrCC1=CC=C(C=C1)B(O)O (p-bromomethylbenzene boronic acid). As a reaction SMILES: [Br:1]Br.[B:3]([OH:12])([OH:11])[C:4]1[CH:5]=[CH:6][C:7]([CH3:10])=[CH:8][CH:9]=1>C(Cl)(Cl)(Cl)Cl>[Br:1][CH2:10][C:7]1[CH:8]=[CH:9][C:4]([B:3]([OH:12])[OH:11])=[CH:5][CH:6]=1. Procedure: 5 mL of bromine solution (2.4 g, 1.5×10-2 mole) in 20 mL of carbon tetrachloride was added to a solution of p-tolylboronic acid (2.0 g, 1.47×10-2 mole) in 40 mL of carbon tetrachloride. The reaction was initiated by illumination with a 150 Watt light bulb. The bromine color faded in 5 minutes and the remaining bromine solution was added over 15 minutes. A solid product precipitated during bromine addition. The solid was filtered and crystallized from chloroform. Yield 1.5 g (49%), m.p. 154°-156°... The reactants are C1CCNC1, COc1ccc(C(=O)c2[nH]c(C)cc2C)cc1OC, [H-], C1CCC2=NCCCN2CC1, O=C1Cc2ccccc2N1, [Na+], O. The product is COc1ccc(C(=C2C(=O)Nc3ccccc32)c2[nH]c(C)cc2C)cc1OC. RXN SMILES: [CH2:30]1[CH2:31][NH:32][CH2:33][CH2:34]1.[CH3:1][O:2][c:3]1[cH:4][c:5]([C:11](=[O:12])[c:13]2[nH:14][c:15]([CH3:19])[cH:16][c:17]2[CH3:18])[cH:6][cH:7][c:8]1[O:9][CH3:10].[H-:46].[N:35]12[CH2:36][CH2:37][CH2:38][N:39]=[C:40]1[CH2:41][CH2:42][CH2:43][CH2:44][CH2:45]2.[NH:20]1[C:21](=[O:29])[CH2:22][c:23]2[cH:24][cH:25][cH:26][cH:27][c:28]21.[Na+:47].[OH2:48]>>[CH3:1][O:2][c:3]1[cH:4][c:5]([C:11]([c:13]2[nH:14][c:15]([CH3:19])[cH:16][c:17]2[CH3:18])=[C:22]2[C:21](=[O:29])[NH:20][c:28]3[c:23]2[cH:24][cH:25][cH:26][cH:27]3)[cH:6][cH:7][c:8]1[O:9][CH3:10].